describe an organic reaction: reactants, conditions, products, and yield From a dataset of the Open Reaction Database (ORD), a public repository of structured organic reaction records. Reported procedure: Prepared as in Example 104 from (2-fluoro-3-trifluoromethylphenyl)-(4-methoxy-phenyl)-methanone (3.6 g, 14.7 mmol), hydrazine hydrate (4.3 mL, 140 mmol) and DMAP (1.8 g, 14.7 mmol) to give the product (1.7 g) as a yellow solid. Reactants: FC1=C(C=CC=C1C(F)(F)F)C(=O)C1=CC=C(C=C1)OC ((2-fluoro-3-trifluoromethylphenyl)-(4-methoxy-phenyl)-methanone), O.NN (hydrazine hydrate). The reagents and catalysts are CN(C)C=1C=CN=CC1 (DMAP). As a reaction SMILES: F[C:2]1[C:7]([C:8]([F:11])([F:10])[F:9])=[CH:6][CH:5]=[CH:4][C:3]=1[C:12]([C:14]1[CH:19]=[CH:18][C:17]([O:20][CH3:21])=[CH:16][CH:15]=1)=O.O.[NH2:23][NH2:24]>CN(C1C=CN=CC=1)C>[CH3:21][O:20][C:17]1[CH:18]=[CH:19][C:14]([C:12]2[C:3]3[C:2](=[C:7]([C:8]([F:11])([F:10])[F:9])[CH:6]=[CH:5][CH:4]=3)[NH:24][N:23]=2)=[CH:15][CH:16]=1 |f:1.2|. Product: COC1=CC=C(C=C1)C1=NNC2=C(C=CC=C12)C(F)(F)F (3-(4-METHOXYPHENYL)-7-TRIFLUOROMETHYL-1H-INDAZOLE). The yield is 39.6%. Procedure: A solution of t-butyl 4-[6-(N-cyclopentylmethylcarbamoyl)-3-(2-methoxycarbonylvinyl)indol-1-ylmethyl]-3-methoxybenzoate (1.11 g) in methanol (10 ml) was treated with 10% (w/w) palladium on carbon (0.28 g) and shaken under 3.45 bars of hydrogen for 24 hours. The catalyst was removed by filtration through diatomaceous earth, and the filtrate was evaporated to give t-butyl 4-[6-(N-cyclopentylmethylcarbamoyl)-3-(2-methoxycarbonylethyl)indol-1-ylmethyl]-3-methoxybenzoate (1.04 g, 94%) as a grey foam,... As a reaction SMILES: [CH:1]1([CH2:6][NH:7][C:8]([C:10]2[CH:18]=[C:17]3[C:13]([C:14]([CH:35]=[CH:36][C:37]([O:39][CH3:40])=[O:38])=[CH:15][N:16]3[CH2:19][C:20]3[CH:32]=[CH:31][C:23]([C:24]([O:26][C:27]([CH3:30])([CH3:29])[CH3:28])=[O:25])=[CH:22][C:21]=3[O:33][CH3:34])=[CH:12][CH:11]=2)=[O:9])[CH2:5][CH2:4][CH2:3][CH2:2]1.[H][H]>CO.[Pd]>[CH:1]1([CH2:6][NH:7][C:8]([C:10]2[CH:18]=[C:17]3[C:13]([C:14]([CH2:35][CH2:36][C:37]([O:39][CH3:40])=[O:38])=[CH:15][N:16]3[CH2:19][C:20]3[CH:32]=[CH:31][C:23]([C:24]([O:26][C:27]([CH3:30])([CH3:29])[CH3:28])=[O:25])=[CH:22][C:21]=3[O:33][CH3:34])=[CH:12][CH:11]=2)=[O:9])[CH2:2][CH2:3][CH2:4][CH2:5]1. Product: C1(CCCC1)CNC(=O)C1=CC=C2C(=CN(C2=C1)CC1=C(C=C(C(=O)OC(C)(C)C)C=C1)OC)CCC(=O)OC (t-butyl 4-[6-(N-cyclopentylmethylcarbamoyl)-3-(2-methoxycarbonylethyl)indol-1-ylmethyl]-3-methoxybenzoate). Isolated yield 93.3%. Run in CO (methanol). Reagents/catalysts: [Pd] (palladium on carbon). The reactants are C1(CCCC1)CNC(=O)C1=CC=C2C(=CN(C2=C1)CC1=C(C=C(C(=O)OC(C)(C)C)C=C1)OC)C=CC(=O)OC (t-butyl 4-[6-(N-cyclopentylmethylcarbamoyl)-3-(2-methoxycarbonylvinyl)indol-1-ylmethyl]-3-methoxybenzoate), [H][H] (hydrogen). Procedure: The title compound was prepared in analogy to the procedure described for Step L3 but 5-bromo-2-[(5-chloro-pyridin-2-yl)-hydroxy-methyl]-1-isopropyl-1H-pyrrole-3-carboxylic acid methyl ester (Step BK2) and 3-chloro-4-fluoroaniline [367-21-5] were used instead of 2-[(4-chloro-phenyl)-hydroxy-methyl]-1-isopropyl-1H-pyrrole-3-carboxylic acid ethyl ester and 3-amino-5-chloro-1-methyl-1H-pyridin-2-one respectively. The title compound was obtained as a beige foam. ESI-MS: tR=1.51 min, [M+H]+ 514/516/5... Starting materials: COC(=O)C1=C(N(C(=C1)Br)C(C)C)C(O)C1=NC=C(C=C1)Cl (5-bromo-2-[(5-chloro-pyridin-2-yl)-hydroxy-methyl]-1-isopropyl-1H-pyrrole-3-carboxylic acid methyl ester), NC=1C(N(C=C(C1)Cl)C)=O (3-amino-5-chloro-1-methyl-1H-pyridin-2-one), ClC=1C=C(N)C=CC1F (3-chloro-4-fluoroaniline), C(C)OC(=O)C1=C(N(C=C1)C(C)C)C(O)C1=CC=C(C=C1)Cl (2-[(4-chloro-phenyl)-hydroxy-methyl]-1-isopropyl-1H-pyrrole-3-carboxylic acid ethyl ester). Reaction SMILES: [CH3:1][O:2][C:3]([C:5]1[CH:9]=[C:8]([Br:10])[N:7]([CH:11]([CH3:13])[CH3:12])[C:6]=1[CH:14]([C:16]1[CH:21]=[CH:20][C:19]([Cl:22])=[CH:18][N:17]=1)O)=[O:4].[Cl:23][C:24]1[CH:25]=[C:26]([CH:28]=[CH:29][C:30]=1[F:31])[NH2:27].C(OC(C1C=CN(C(C)C)C=1C(C1C=CC(Cl)=CC=1)O)=O)C.NC1C(=O)N(C)C=C(Cl)C=1>>[CH3:1][O:2][C:3]([C:5]1[CH:9]=[C:8]([Br:10])[N:7]([CH:11]([CH3:13])[CH3:12])[C:6]=1[CH:14]([NH:27][C:26]1[CH:28]=[CH:29][C:30]([F:31])=[C:24]([Cl:23])[CH:25]=1)[C:16]1[CH:21]=[CH:20][C:19]([Cl:22])=[CH:18][N:17]=1)=[O:4]. The product is COC(=O)C1=C(N(C(=C1)Br)C(C)C)C(C1=NC=C(C=C1)Cl)NC1=CC(=C(C=C1)F)Cl (5-Bromo-2-[(3-chloro-4-fluoro-phenylamino)-(5-chloro-pyridin-2-yl)-methyl]-1-isopropyl-1H-pyrrole-3-carboxylic acid methyl ester). Reactants: ClC1=C(C=CC(=C1)Cl)O (2,4-dichlorophenol), [OH-].[K+] (potassium hydroxide), CC=1C=C(C=CC1[N+](=O)[O-])F (3-methyl-4-nitrofluorobenzene). Solvent: O (water). Conditions: temperature 85 celsius, time 1 hour. The product is C1=CC(=C(C=C1Cl)Cl)[O-].[K+] (Potassium 2,4-dichlorophenate). RXN SMILES: [Cl:1][C:2]1[CH:7]=[C:6]([Cl:8])[CH:5]=[CH:4][C:3]=1[OH:9].[OH-].[K+:11].CC1C=C(F)C=CC=1[N+]([O-])=O>O>[CH:5]1[C:6]([Cl:8])=[CH:7][C:2]([Cl:1])=[C:3]([O-:9])[CH:4]=1.[K+:11] |f:1.2,5.6|. Procedure details: Potassium 2,4-dichlorophenate is prepared by dissolving 6.5 g. (0.04 mole) of 2,4-dichlorophenol and 2.6 g. (0.04 mole) of 85% potassium hydroxide in 30 ml. of methanol and removing the solvent under reduced pressure. The solid residue is dissolved in 60 ml. of sulfolane and 6.2 g. (0.04 mole) of 3-methyl-4-nitrofluorobenzene is added. The resulting solution is heated at 85° C. for 3 hours then at 150° C. for one hour, cooled, diluted with water and extracted with ether/benzene. The extract is d... Reactants: BrC1=CC2=C3NC=4C=CC=CC4C=C3N=C2C=C1Cl (7-Bromo-8-chloroquindoline), CI (methyl iodide), teflon, steel. Conditions: temperature 150 celsius. The product is 0.311, Cl.BrC1=CC2=C3[NH+](C=4C=CC=CC4C=C3N=C2C=C1Cl)C (7-Bromo-8-chloro-5-methylquindolinium Hydrochloride). Isolated yield 77.0%. As a reaction SMILES: [Br:1][C:2]1[C:18]([Cl:19])=[CH:17][C:16]2[C:4](=[C:5]3[C:14]([N:15]=2)=[CH:13][C:12]2[CH:11]=[CH:10][CH:9]=[CH:8][C:7]=2[NH:6]3)[CH:3]=1.[CH3:20]I>>[ClH:19].[Br:1][C:2]1[C:18]([Cl:19])=[CH:17][C:16]2[C:4](=[C:5]3[C:14]([N:15]=2)=[CH:13][C:12]2[CH:11]=[CH:10][CH:9]=[CH:8][C:7]=2[NH+:6]3[CH3:20])[CH:3]=1 |f:2.3|. Procedure details: In a large teflon lined steel bomb fitted with a stir bar was placed 7-bromo-8-chloroquindoline from Example 75 (0.350 g, 1.06 mmol) and methyl iodide (1.97 mL, 31.7 mmol). The bomb was flushed with nitrogen, sealed, and heated to 150° C. for 24 h. The bomb was cooled, opened and the contents were transferred to a flask using chloroform to wash the inside of the bomb. The chloroform suspension was concentrated to a dry orange residue. The orange residue was suspended in chloroform, adsorbed onto... Reactants: C=CCN, CC(C)=O, CN1CCN(C)C1=O, CCCCCC, ClC(Cl)Cl, CC(C)n1nc(-c2nc(Br)c(N)nc2-c2ccccc2)ccc1=O, O. Yields the product C=CCNc1nc(-c2ccc(=O)n(C(C)C)n2)c(-c2ccccc2)nc1N. Reaction SMILES: [CH2:25]([CH:26]=[CH2:27])[NH2:28].[CH3:30][C:31](=[O:32])[CH3:33].[CH3:34][N:35]1[CH2:36][CH2:37][N:38]([CH3:39])[C:40]1=[O:41].[CH3:46][CH2:47][CH2:48][CH2:49][CH2:50][CH3:51].[Cl:42][CH:43]([Cl:44])[Cl:45].[NH2:1][c:2]1[n:3][c:4](-[c:19]2[cH:20][cH:21][cH:22][cH:23][cH:24]2)[c:5](-[c:9]2[cH:10][cH:11][c:12](=[O:18])[n:13]([CH:15]([CH3:16])[CH3:17])[n:14]2)[n:6][c:7]1[Br:8].[OH2:29]>>[NH2:1][c:2]1[n:3][c:4](-[c:19]2[cH:20][cH:21][cH:22][cH:23][cH:24]2)[c:5](-[c:9]2[cH:10][cH:11][c:12](=[O:18])[n:13]([CH:15]([CH3:16])[CH3:17])[n:14]2)[n:6][c:7]1[NH:28][CH2:25][CH:26]=[CH2:27]. Starting materials: CC(=O)O, CO, Cn1c(=S)[nH]c2c(C#N)c(N3CCCC(NC(=O)OC(C)(C)C)C3)n(Cc3cc(F)ccc3Cl)c2c1=O, O, OO. Yields the product Cn1cnc2c(C#N)c(N3CCCC(NC(=O)OC(C)(C)C)C3)n(Cc3cc(F)ccc3Cl)c2c1=O. RXN SMILES: [CH3:38][C:39](=[O:40])[OH:41].[CH3:45][OH:46].[Cl:1][c:2]1[c:3]([CH2:4][n:5]2[c:6]([N:19]3[CH2:20][CH:21]([NH:25][C:26]([O:27][C:28]([CH3:29])([CH3:30])[CH3:31])=[O:32])[CH2:22][CH2:23][CH2:24]3)[c:7]([C:17]#[N:18])[c:8]3[nH:9][c:10](=[S:16])[n:11]([CH3:15])[c:12](=[O:14])[c:13]23)[cH:33][c:34]([F:37])[cH:35][cH:36]1.[OH2:42].[OH:43][OH:44]>>[Cl:1][c:2]1[c:3]([CH2:4][n:5]2[c:6]([N:19]3[CH2:20][CH:21]([NH:25][C:26]([O:27][C:28]([CH3:29])([CH3:30])[CH3:31])=[O:32])[CH2:22][CH2:23][CH2:24]3)[c:7]([C:17]#[N:18])[c:8]3[n:9][cH:10][n:11]([CH3:15])[c:12](=[O:14])[c:13]23)[cH:33][c:34]([F:37])[cH:35][cH:36]1.